Dataset: the Open Reaction Database (ORD), a public repository of structured organic reaction records. Task: describe an organic reaction: reactants, conditions, products, and yield Reported procedure: One third of the reaction mixture from the preparation of 2-fluoro-6-[(2-{[1-(N-methylglycyl)-5-(methyloxy)-2,3-dihydro-1H-indol-6-yl]amino}-1H-pyrrolo[2,3-d]pyrimidin-4-yl)amino]benzamide was treated with N,O-dimethylhydroxylamine (145 mg, 2.37 mmol) and KI (90 mg, 0.54 mmol). After 1 h the resulting mixture was concentrated onto Celite and purified by silica gel chromatography using 1-10% MeOH (containing 0.2% NH3)/CH2Cl2 to obtain 2-fluoro-6-[(2-{[1-[N-methyl-N-(methyloxy)glycyl]-5-(methyloxy... Reactants: FC1=C(C(=O)N)C(=CC=C1)NC1=C2C(NC(=N1)NC1=C(C=C3CCN(C3=C1)C(CNC)=O)OC)=NC=C2 (2-fluoro-6-[(2-{[1-(N-methylglycyl)-5-(methyloxy)-2,3-dihydro-1H-indol-6-yl]amino}-1H-pyrrolo[2,3-d]pyrimidin-4-yl)amino]benzamide), CNOC (N,O-dimethylhydroxylamine). Yields the product FC1=C(C(=O)N)C(=CC=C1)NC1=C2C(NC(=N1)NC1=C(C=C3CCN(C3=C1)C(CN(OC)C)=O)OC)=NC=C2 (2-fluoro-6-[(2-{[1-[N-methyl-N-(methyloxy)glycyl]-5-(methyloxy)-2,3-dihydro-1H-indol-6-yl]amino}-1H-pyrrolo[2,3-d]pyrimidin-4-yl)amino]benzamide). As a reaction SMILES: [F:1][C:2]1[CH:10]=[CH:9][CH:8]=[C:7]([NH:11][C:12]2[N:17]=[C:16]([NH:18][C:19]3[CH:27]=[C:26]4[C:22]([CH2:23][CH2:24][N:25]4[C:28](=[O:32])[CH2:29][NH:30][CH3:31])=[CH:21][C:20]=3[O:33][CH3:34])[NH:15][C:14]3=[N:35][CH:36]=[CH:37][C:13]=23)[C:3]=1[C:4]([NH2:6])=[O:5].CN[O:40][CH3:41]>>[F:1][C:2]1[CH:10]=[CH:9][CH:8]=[C:7]([NH:11][C:12]2[N:17]=[C:16]([NH:18][C:19]3[CH:27]=[C:26]4[C:22]([CH2:23][CH2:24][N:25]4[C:28](=[O:32])[CH2:29][N:30]([CH3:31])[O:40][CH3:41])=[CH:21][C:20]=3[O:33][CH3:34])[NH:15][C:14]3=[N:35][CH:36]=[CH:37][C:13]=23)[C:3]=1[C:4]([NH2:6])=[O:5]. Starting materials: CC=1C=C(C=CC1[N+](=O)[O-])N1CC(CC1)NC(C)=O (N-[1-(3-methyl-4-nitrophenyl)pyrrolidin-3-yl]acetamide), Cl (hydrochloric acid), [OH-].[Na+] (sodium hydroxide). Solvent: O (water). Reaction conditions: temperature 90 celsius. Product: CC=1C=C(C=CC1[N+](=O)[O-])N1CC(CC1)N (1-(3-methyl-4-nitrophenyl)pyrrolidin-3-ylamine). Isolated yield 83.3%. Reaction SMILES: [CH3:1][C:2]1[CH:3]=[C:4]([N:11]2[CH2:15][CH2:14][CH:13]([NH:16]C(=O)C)[CH2:12]2)[CH:5]=[CH:6][C:7]=1[N+:8]([O-:10])=[O:9].Cl.[OH-].[Na+]>O>[CH3:1][C:2]1[CH:3]=[C:4]([N:11]2[CH2:15][CH2:14][CH:13]([NH2:16])[CH2:12]2)[CH:5]=[CH:6][C:7]=1[N+:8]([O-:10])=[O:9] |f:2.3|. Reported procedure: 24 g (0.0911 mol) of N-[1-(3-methyl-4-nitrophenyl)pyrrolidin-3-yl]acetamide (1) are introduced into a solution containing 75 ml of 37% hydrochloric acid and 165 ml of water in a 500 ml three-necked flask. The reaction medium is heated at 90° C. for 2 hours 30 minutes. After cooling, the medium is neutralized carefully with 75 ml of aqueous 35% sodium hydroxide (pH=approximately 8). The resulting solid is then filtered off, after which-it is washed with water until the washing waters are neutral.... Reactants: C(#N)[BH3-].[Na+] (Sodium cyanoborohydride), Cl.CC1=NOC(=C1C)NS(=O)(=O)C=1C(=CC=CC1)C1=C(C=C(C=C1)C=1OC=CN1)CNCC(F)(F)F (N-(3,4-dimethyl-5-isoxazolyl)-4'-(2-oxazolyl)-2'-[[(2,2,2-trifluoroethyl)amino]methyl][1,1'-biphenyl]-2-sulfonamide, monohydrochloride), C(C)=O (acetaldehyde). Run in CO (methanol). Reaction conditions: time 18 hour. The product is CC1=NOC(=C1C)NS(=O)(=O)C=1C(=CC=CC1)C1=C(C=C(C=C1)C=1OC=CN1)CN(CC(F)(F)F)CC (N-(3,4-Dimethyl-5-isoxazolyl)-2'-[[ethyl(2,2,2-trifluoroethyl)amino]methyl]-4'-(2-oxazolyl)[1,1'-biphenyl]-2-sulfonamide). The yield is 44.9%. Reaction SMILES: C([BH3-])#N.[Na+].Cl.[CH3:6][C:7]1[C:11]([CH3:12])=[C:10]([NH:13][S:14]([C:17]2[C:18]([C:23]3[CH:28]=[CH:27][C:26]([C:29]4[O:30][CH:31]=[CH:32][N:33]=4)=[CH:25][C:24]=3[CH2:34][NH:35][CH2:36][C:37]([F:40])([F:39])[F:38])=[CH:19][CH:20]=[CH:21][CH:22]=2)(=[O:16])=[O:15])[O:9][N:8]=1.[CH:41](=O)[CH3:42]>CO>[CH3:6][C:7]1[C:11]([CH3:12])=[C:10]([NH:13][S:14]([C:17]2[C:18]([C:23]3[CH:28]=[CH:27][C:26]([C:29]4[O:30][CH:31]=[CH:32][N:33]=4)=[CH:25][C:24]=3[CH2:34][N:35]([CH2:41][CH3:42])[CH2:36][C:37]([F:40])([F:39])[F:38])=[CH:19][CH:20]=[CH:21][CH:22]=2)(=[O:16])=[O:15])[O:9][N:8]=1 |f:0.1,2.3|. Reported procedure: Sodium cyanoborohydride (13 mg; 0.20 mmol) was added to a mixture of N-(3,4-dimethyl-5-isoxazolyl)-4'-(2-oxazolyl)-2'-[[(2,2,2-trifluoroethyl)amino]methyl][1,1'-biphenyl]-2-sulfonamide, monohydrochloride (55 mg; 0.10 mmol, prepared as in Example 45), 100 mg of 3 Å molecular sieves and acetaldehyde (0.10 ml; 1.80 mmol) in 1 ml of methanol at room temperature. After stirring for 18 hours at room temperature, the reaction mixture was filtered through a nylon syringe filter. The filtrate was concent... The reactants are C(CCCCC)(=O)C=1C=NC2=C(C=CC=C2C1Cl)OC (3-hexanoyl-4-chloro-8-methoxyquinoline), NC=1C(=CC=CC1)C (o-toluidine). Run in O1CCOCC1 (1,4-dioxan). Product: C(CCCCC)(=O)C=1C=NC2=C(C=CC=C2C1NC1=C(C=CC=C1)C)OC (3-hexanoyl-4-(2-methylphenylamino)-8-methoxyquinoline). Isolated yield 36.7%. As a reaction SMILES: [C:1]([C:8]1[CH:9]=[N:10][C:11]2[C:16]([C:17]=1Cl)=[CH:15][CH:14]=[CH:13][C:12]=2[O:19][CH3:20])(=[O:7])[CH2:2][CH2:3][CH2:4][CH2:5][CH3:6].[NH2:21][C:22]1[C:23]([CH3:28])=[CH:24][CH:25]=[CH:26][CH:27]=1>O1CCOCC1>[C:1]([C:8]1[CH:9]=[N:10][C:11]2[C:16]([C:17]=1[NH:21][C:22]1[CH:27]=[CH:26][CH:25]=[CH:24][C:23]=1[CH3:28])=[CH:15][CH:14]=[CH:13][C:12]=2[O:19][CH3:20])(=[O:7])[CH2:2][CH2:3][CH2:4][CH2:5][CH3:6]. Reported procedure: 3-hexanoyl-4-chloro-8-methoxyquinoline (5 g, 0.071 mol) and o-toluidine (2 ml, 0.019 mol) were heated under reflux in 1,4-dioxan (50 ml) for 1 hour. The solvent was evaporated and the residue was taken up in dichloromethane, washed with 10% hydrochloric acid, water, sodium hydrogen carbonate solution and brine, dried and evaporated. Trituration with ethyl acetate/ether and recrystallisation from methanol-water gave 3-hexanoyl-4-(2-methylphenylamino)-8-methoxyquinoline as yellow needles (2.53 g, ... Starting materials: CO, C=C(Cl)Cc1c(F)c(F)c(COC2CCCCO2)c(F)c1F, Cl, O. Product: C=C(Cl)Cc1c(F)c(F)c(CO)c(F)c1F. As a reaction SMILES: [CH3:25][OH:26].[Cl:1][C:2]([CH2:3][c:4]1[c:5]([F:21])[c:6]([F:20])[c:7]([CH2:8][O:9][CH:10]2[CH2:11][CH2:12][CH2:13][CH2:14][O:15]2)[c:16]([F:19])[c:17]1[F:18])=[CH2:22].[ClH:23].[OH2:24]>>[Cl:1][C:2]([CH2:3][c:4]1[c:5]([F:21])[c:6]([F:20])[c:7]([CH2:8][OH:9])[c:16]([F:19])[c:17]1[F:18])=[CH2:22]. The reactants are COc1cc2c(cc1OC)C(Br)OC2=O, CC1(C)SC2C(NC(=O)Cc3ccccc3)C(=O)N2C1C(=O)O, [K], O. Product: COc1cc2c(cc1OC)C(=O)OC2. Reaction SMILES: [Br:25][CH:26]1[O:27][C:28](=[O:29])[c:30]2[cH:31][c:32]([O:38][CH3:39])[c:33]([O:36][CH3:37])[cH:34][c:35]21.[CH:2]12[CH:3]([NH:4][C:5]([CH2:6][c:7]3[cH:8][cH:9][cH:10][cH:11][cH:12]3)=[O:13])[C:14](=[O:15])[N:16]1[CH:17]([C:18](=[O:19])[OH:20])[C:21]([CH3:22])([CH3:23])[S:24]2.[K:1].[OH2:40]>>[CH2:26]1[O:27][C:28](=[O:29])[c:30]2[cH:31][c:32]([O:38][CH3:39])[c:33]([O:36][CH3:37])[cH:34][c:35]21. Reactants: Cl.N[C@H]1[C@@H]2N(C(=C(CS2)CSC)C(=O)OC(C2=CC=CC=C2)C2=CC=CC=C2)C1=O (diphenylmethyl 7β-amino-3-methylthiomethylceph-3-em-4-carboxylate hydrochloride), C([O-])(O)=O.[Na+] (sodium bicarbonate), C(C)(=O)OCC (ethyl acetate), ( 463.0 ), O1CCOCC1 (dioxan). Run in C(C)O (ethanol). Yields the product N[C@H]1[C@@H]2N(C(=C(CS2)CSC)C(=O)OC(C2=CC=CC=C2)C2=CC=CC=C2)C1=O (diphenylmethyl 7β-amino-3-methylthiomethylceph-3-em-4-carboxylate). The yield is 92.1%. Reaction SMILES: Cl.[NH2:2][C@@H:3]1[C:29](=[O:30])[N:5]2[C:6]([C:13]([O:15][CH:16]([C:23]3[CH:28]=[CH:27][CH:26]=[CH:25][CH:24]=3)[C:17]3[CH:22]=[CH:21][CH:20]=[CH:19][CH:18]=3)=[O:14])=[C:7]([CH2:10][S:11][CH3:12])[CH2:8][S:9][C@H:4]12.C(=O)(O)[O-].[Na+].C(OCC)(=O)C.O1CCOCC1>C(O)C>[NH2:2][C@@H:3]1[C:29](=[O:30])[N:5]2[C:6]([C:13]([O:15][CH:16]([C:23]3[CH:24]=[CH:25][CH:26]=[CH:27][CH:28]=3)[C:17]3[CH:22]=[CH:21][CH:20]=[CH:19][CH:18]=3)=[O:14])=[C:7]([CH2:10][S:11][CH3:12])[CH2:8][S:9][C@H:4]12 |f:0.1,2.3|. Reported procedure: Diphenylmethyl 7β-formamido-3-methylthiomethylceph-3-em-4-carboxylate (0.88g., 0.0019 mole) in methanol (10 ml.) was treated dropwise with concentrated hydrochloric acid (1.0ml.). A colourless precipitate separated immediately but after 5 min. stirring this dissolved. However, after 15 min. a second precipitate came down, and after the mixture was refrigerated for 2 hr., the solid was harvested by filtration, washed with a little water, then dried over phosphorus pentoxide. The dried solid was s...